This data is from the Open Reaction Database (ORD), a public repository of structured organic reaction records. The task is: describe an organic reaction: reactants, conditions, products, and yield Starting materials: C([O-])([O-])=O.[K+].[K+] (potassium carbonate), N1(CCNCC1)CCSC1=NN=C2N1C=CC=C2 (3-[2-(piperazin-1-yl)ethylmercapto]1,2,4-triazolo(4,3-a)pyridine), ClC1=NC=CC=N1 (2-chloropyrimidine). Solvent: C(C)(C)O (isopropanol). The product is N1=C(N=CC=C1)N1CCN(CC1)CCSC1=NN=C2N1C=CC=C2 (3-[2-(4-(pyrimidin-2-yl)piperazin-1-yl)ethylmercapto]1,2,4-triazolo(4,3-a)pyridine). Yield: 45.0%. RXN SMILES: [N:1]1([CH2:7][CH2:8][S:9][C:10]2[N:14]3[CH:15]=[CH:16][CH:17]=[CH:18][C:13]3=[N:12][N:11]=2)[CH2:6][CH2:5][NH:4][CH2:3][CH2:2]1.Cl[C:20]1[N:25]=[CH:24][CH:23]=[CH:22][N:21]=1.C(=O)([O-])[O-].[K+].[K+]>C(O)(C)C>[N:21]1[CH:22]=[CH:23][CH:24]=[N:25][C:20]=1[N:4]1[CH2:3][CH2:2][N:1]([CH2:7][CH2:8][S:9][C:10]2[N:14]3[CH:15]=[CH:16][CH:17]=[CH:18][C:13]3=[N:12][N:11]=2)[CH2:6][CH2:5]1 |f:2.3.4|. Reported procedure: 4.8 g of 3-[2-(piperazin-1-yl)ethylmercapto]1,2,4-triazolo(4,3-a)pyridine, prepared in Example 79, and 2.1 g of 2-chloropyrimidine are heated under reflux in 140 ml of isopropanol in the presence of 2.5 g of potassium carbonate. After heating for 2 hours, the medium is cooled, the mineral substances are filtered off and the filtrate is concentrated. The oily residue is filtered on silica gel (eluent: chloroform/methanol 90/10). The resulting residue crystallizes from an ethyl ether/isopropyl eth... Starting materials: CCOC(=O)C(C)S(=O)(=O)CC1CCC(c2cc(F)ccc2F)(S(=O)(=O)c2ccc(Cl)cc2)CC1, CO, Cl, [Li+], [OH-], O. The product is CC(C(=O)O)S(=O)(=O)CC1CCC(c2cc(F)ccc2F)(S(=O)(=O)c2ccc(Cl)cc2)CC1. As a reaction SMILES: [CH2:1]([CH3:2])[O:3][C:4]([CH:5]([CH3:6])[S:7](=[O:8])(=[O:9])[CH2:10][CH:11]1[CH2:12][CH2:13][C:14]([c:17]2[c:18]([F:24])[cH:19][cH:20][c:21]([F:23])[cH:22]2)([S:25](=[O:26])(=[O:27])[c:28]2[cH:29][cH:30][c:31]([Cl:34])[cH:32][cH:33]2)[CH2:15][CH2:16]1)=[O:35].[CH3:39][OH:40].[ClH:38].[Li+:36].[OH-:37].[OH2:41]>>[O:3]=[C:4]([CH:5]([CH3:6])[S:7](=[O:8])(=[O:9])[CH2:10][CH:11]1[CH2:12][CH2:13][C:14]([c:17]2[c:18]([F:24])[cH:19][cH:20][c:21]([F:23])[cH:22]2)([S:25](=[O:26])(=[O:27])[c:28]2[cH:29][cH:30][c:31]([Cl:34])[cH:32][cH:33]2)[CH2:15][CH2:16]1)[OH:35]. Starting materials: [O-][N+]1=CC2=C(N=C3N2C[C@@H]([C@H](C3)C3=C(C=C(C(=C3)F)F)F)NC(OC(C)(C)C)=O)C=C1 (tert-Butyl [(7R,8R)-2-oxido-7-(2,4,5-trifluorophenyl)-6,7,8,9-tetrahydropyrido[4′,3′:4,5]imidazo[1,2-a]pyridin-8-yl]carbamate), O(Cl)Cl.[P+3] (phosphorus(III) oxychloride), resultant mixture. Solvent: C(Cl)(Cl)Cl (chloroform), C(Cl)(Cl)Cl (chloroform). Product: ClC1=NC=CC=2N=C3N(C[C@@H]([C@H](C3)C3=C(C=C(C(=C3)F)F)F)NC(OC(C)(C)C)=O)C21 (tert-Butyl [(7R,8R)-1-chloro-7-(2,4,5-trifluorophenyl)-6,7,8,9-tetrahydropyrido[4′,3′:4,5]imidazo[1,2-a]pyridin-8-yl]carbamate). Reaction SMILES: [O-][N+:2]1[CH:31]=[CH:30][C:5]2[N:6]=[C:7]3[CH2:12][C@H:11]([C:13]4[CH:18]=[C:17]([F:19])[C:16]([F:20])=[CH:15][C:14]=4[F:21])[C@@H:10]([NH:22][C:23](=[O:29])[O:24][C:25]([CH3:28])([CH3:27])[CH3:26])[CH2:9][N:8]3[C:4]=2[CH:3]=1.O(Cl)[Cl:33].[P+3]>C(Cl)(Cl)Cl>[Cl:33][C:3]1[C:4]2[N:8]3[CH2:9][C@H:10]([NH:22][C:23](=[O:29])[O:24][C:25]([CH3:28])([CH3:27])[CH3:26])[C@@H:11]([C:13]4[CH:18]=[C:17]([F:19])[C:16]([F:20])=[CH:15][C:14]=4[F:21])[CH2:12][C:7]3=[N:6][C:5]=2[CH:30]=[CH:31][N:2]=1 |f:1.2|. Procedure: To the product of Step A in 1.5 mL of chloroform was added 0.008 mL (0.09 mmol) of phosphorus(III) oxychloride and the resultant mixture was refluxed for 1.5 h. The reaction mixture was cooled to ambient temperature, diluted with chloroform (10 mL), and sequentially washed with saturated aqueous sodium bicarbonate solution (5 mL) and brine (5 mL), dried over anhydrous sodium sulfate, filtered and concentrated. The crude oil was purified by preparative thin layer chromatography using an Analtech®... Reactants: FC\1(CCN(C2=C(/C1=C/C(=O)O)C=CC=C2)S(=O)(=O)C2=CC=C(C)C=C2)F ((Z)-(4,4-difluoro-1-tosyl-2,3,4,5-tetrahydro-1H-1-benzoazepin-5-ylidene)acetic acid), ON1N=NC2=C1C=CC=C2 (1-hydroxybenzotriazole), Cl.C(C)N=C=NCCCN(C)C (1-ethyl-3-(3-dimethylaminopropyl)carbodiimide monohydrochloride), CN1CCNCC1 (1-methylpiperazine). Solvent: O1CCCC1 (tetrahydrofuran). Reaction conditions: time 2 hour. Product: FC\1(CCN(C2=C(/C1=C/C(=O)N1CCN(CC1)C)C=CC=C2)S(=O)(=O)C2=CC=C(C)C=C2)F ((Z)-4,4-difluoro-5-[2-(4-methylpiperazin-1-yl)-2-oxoethylidene]-1-tosyl-2,3,4,5-tetrahydro-1H-1-benzoazepine). As a reaction SMILES: [F:1][C:2]1([F:27])[CH2:3][CH2:4][N:5]([S:17]([C:20]2[CH:26]=[CH:25][C:23]([CH3:24])=[CH:22][CH:21]=2)(=[O:19])=[O:18])[C:6]2[CH:16]=[CH:15][CH:14]=[CH:13][C:7]=2/[C:8]/1=[CH:9]/[C:10]([OH:12])=O.ON1C2C=CC=CC=2N=N1.Cl.C(N=C=NCCCN(C)C)C.[CH3:50][N:51]1[CH2:56][CH2:55][NH:54][CH2:53][CH2:52]1>O1CCCC1>[F:1][C:2]1([F:27])[CH2:3][CH2:4][N:5]([S:17]([C:20]2[CH:26]=[CH:25][C:23]([CH3:24])=[CH:22][CH:21]=2)(=[O:18])=[O:19])[C:6]2[CH:16]=[CH:15][CH:14]=[CH:13][C:7]=2/[C:8]/1=[CH:9]/[C:10]([N:54]1[CH2:55][CH2:56][N:51]([CH3:50])[CH2:52][CH2:53]1)=[O:12] |f:2.3|. Reported procedure: To a solution of 10 g of (Z)-(4,4-difluoro-1-tosyl-2,3,4,5-tetrahydro-1H-1-benzoazepin-5-ylidene)acetic acid in 100 ml of tetrahydrofuran were added 4.12 g of 1-hydroxybenzotriazole, 5.85 g of 1-ethyl-3-(3-dimethylaminopropyl)carbodiimide monohydrochloride and 3.36 ml of 1-methylpiperazine, followed by stirring for two hours at room temperature. After evaporation of the solvent, ethyl acetate was added to the residue, and the mixture was washed with a saturated aqueous solution of sodium bicarbo... Reactants: C(C)OC(=O)C1=C(N(C(=C1Br)C1=CC=C(C=C1)F)C1=CC=CC=C1)CBr (4-bromo-2-bromomethyl-5-(4-fluoro-phenyl)-1-phenyl-1H-pyrrole-3-carboxylic acid ethyl ester), C(C)OC(=O)C1=C(N(C(=C1)C1=CC=C(C=C1)F)C1=CC=C(C=C1)OC)C (5-(4-fluoro-phenyl)-1-(4-methoxy-phenyl)-2-methyl-1H-pyrrole-3-carboxylic acid ethyl ester). Yields the product C(C)OC(=O)C1=C(N(C(=C1Br)C1=CC=C(C=C1)F)C1=CC=C(C=C1)OC)CBr (4-Bromo-2-bromomethyl-5-(4-fluoro-phenyl)-1-(4-methoxy-phenyl)-1H-pyrrole-3-carboxylic acid ethyl ester). As a reaction SMILES: [CH2:1]([O:3][C:4]([C:6]1[C:10]([Br:11])=[C:9]([C:12]2[CH:17]=[CH:16][C:15]([F:18])=[CH:14][CH:13]=2)[N:8]([C:19]2[CH:24]=[CH:23][CH:22]=[CH:21][CH:20]=2)[C:7]=1[CH2:25][Br:26])=[O:5])[CH3:2].[CH2:27]([O:29]C(C1C=C(C2C=CC(F)=CC=2)N(C2C=CC(OC)=CC=2)C=1C)=O)C>>[CH2:1]([O:3][C:4]([C:6]1[C:10]([Br:11])=[C:9]([C:12]2[CH:17]=[CH:16][C:15]([F:18])=[CH:14][CH:13]=2)[N:8]([C:19]2[CH:24]=[CH:23][C:22]([O:29][CH3:27])=[CH:21][CH:20]=2)[C:7]=1[CH2:25][Br:26])=[O:5])[CH3:2]. Procedure: Prepared in analogy to that of 4-bromo-2-bromomethyl-5-(4-fluoro-phenyl)-1-phenyl-1H-pyrrole-3-carboxylic acid ethyl ester from 5-(4-fluoro-phenyl)-1-(4-methoxy-phenyl)-2-methyl-1H-pyrrole-3-carboxylic acid ethyl ester. The title compound, ESI MS (m/z): 430 (M−HBr+H+). The reactants are CCOC(=O)CC(=O)O, [Li]CCCC, C1CCOC1, Cl, Cc1c(F)c(F)cc(F)c1C(=O)Cl, c1ccc(-c2ccccn2)nc1. Yields the product CCOC(=O)CC(=O)C(=O)c1c(F)cc(F)c(F)c1C. RXN SMILES: [CH2:1]([CH3:2])[O:3][C:4]([CH2:5][C:6](=[O:7])[OH:8])=[O:9].[CH2:22]([Li:23])[CH2:24][CH2:25][CH3:26].[CH2:41]1[O:42][CH2:43][CH2:44][CH2:45]1.[ClH:40].[F:27][c:28]1[c:29]([C:30](=[O:31])[Cl:32])[c:33]([CH3:39])[c:34]([F:38])[c:35]([F:37])[cH:36]1.[n:10]1[cH:11][cH:12][cH:13][cH:14][c:15]1-[c:16]1[cH:17][cH:18][cH:19][cH:20][n:21]1>>[CH2:1]([CH3:2])[O:3][C:4]([CH2:5][C:6](=[O:8])[C:30]([c:29]1[c:28]([F:27])[cH:36][c:35]([F:37])[c:34]([F:38])[c:33]1[CH3:39])=[O:31])=[O:9]. Starting materials: steel, ClC1=NC2=CC=C(C=C2N=C1Cl)Cl (2,3,6-trichloroquinoxaline), copper-I chloride, C(C)#N (acetonitrile), liquid, N (ammonia). Yields the product ClC=1C=C2N=C3C(=NC2=CC1)NC(=N3)C (6-chloro-2-methyl-1H-imidazo[4,5-b]quinoxaline). Isolated yield 46.0%. Reaction SMILES: Cl[C:2]1[C:11](Cl)=[N:10][C:9]2[C:4](=[CH:5][CH:6]=[C:7]([Cl:13])[CH:8]=2)[N:3]=1.[NH3:14].[C:15](#[N:17])[CH3:16]>>[Cl:13][C:7]1[CH:8]=[C:9]2[C:4](=[CH:5][CH:6]=1)[N:3]=[C:2]1[NH:17][C:15]([CH3:16])=[N:14][C:11]1=[N:10]2. Procedure details: 23.4 G (0.1 mole) of 2,3,6-trichloroquinoxaline and 1 g of copper-I chloride (approximately 0.1 mole) were dissolved in 250 ml of anhydrous acetonitrile and 45 ml (approximately 2 moles) of liquid ammonia were added thereto. The reaction mixture was heated for 12 hours to 150°C in a steel autoclave of 0.7 liter capacity. In the course thereof, a pressure of 10 to 15 atmospheres gauge was set up. The crystalline precipitate produced after cooling was filtered off and dissolved in dilute sodium hy...